Task: describe an organic reaction: reactants, conditions, products, and yield. Dataset: the Open Reaction Database (ORD), a public repository of structured organic reaction records The reactants are CCCCCCCCOc1ccc(-c2ncc(Br)cc2Cl)cc1, CCCCCCCCOc1ccc(B(O)O)cc1, CCO, Cc1ccccc1, [Na+], [Na+], O=C([O-])[O-], O, c1ccc(P(c2ccccc2)(c2ccccc2)[Pd](P(c2ccccc2)(c2ccccc2)c2ccccc2)(P(c2ccccc2)(c2ccccc2)c2ccccc2)P(c2ccccc2)(c2ccccc2)c2ccccc2)cc1. The product is CCCCCCCCOc1ccc(-c2cnc(-c3ccc(OCCCCCCCC)cc3)c(Cl)c2)cc1. RXN SMILES: [Br:1][c:2]1[cH:3][c:4]([Cl:23])[c:5](-[c:8]2[cH:9][cH:10][c:11]([O:14][CH2:15][CH2:16][CH2:17][CH2:18][CH2:19][CH2:20][CH2:21][CH3:22])[cH:12][cH:13]2)[n:6][cH:7]1.[CH2:24]([CH2:25][CH2:26][CH2:27][CH2:28][CH2:29][CH2:30][CH3:31])[O:32][c:33]1[cH:34][cH:35][c:36]([B:39]([OH:40])[OH:41])[cH:37][cH:38]1.[CH3:48][CH2:49][OH:50].[CH3:51][c:52]1[cH:53][cH:54][cH:55][cH:56][cH:57]1.[Na+:42].[Na+:43].[O-:44][C:45](=[O:46])[O-:47].[OH2:135].[cH:58]1[cH:59][cH:60][c:61]([P:62]([Pd:63]([P:64]([c:65]2[cH:66][cH:67][cH:68][cH:69][cH:70]2)([c:71]2[cH:72][cH:73][cH:74][cH:75][cH:76]2)[c:77]2[cH:78][cH:79][cH:80][cH:81][cH:82]2)([P:83]([c:84]2[cH:85][cH:86][cH:87][cH:88][cH:89]2)([c:90]2[cH:91][cH:92][cH:93][cH:94][cH:95]2)[c:96]2[cH:97][cH:98][cH:99][cH:100][cH:101]2)[P:102]([c:103]2[cH:104][cH:105][cH:106][cH:107][cH:108]2)([c:109]2[cH:110][cH:111][cH:112][cH:113][cH:114]2)[c:115]2[cH:116][cH:117][cH:118][cH:119][cH:120]2)([c:121]2[cH:122][cH:123][cH:124][cH:125][cH:126]2)[c:127]2[cH:128][cH:129][cH:130][cH:131][cH:132]2)[cH:133][cH:134]1>>[c:2]1(-[c:36]2[cH:35][cH:34][c:33]([O:32][CH2:24][CH2:25][CH2:26][CH2:27][CH2:28][CH2:29][CH2:30][CH3:31])[cH:38][cH:37]2)[cH:3][c:4]([Cl:23])[c:5](-[c:8]2[cH:9][cH:10][c:11]([O:14][CH2:15][CH2:16][CH2:17][CH2:18][CH2:19][CH2:20][CH2:21][CH3:22])[cH:12][cH:13]2)[n:6][cH:7]1. Reactants: ClCC1=C2CCCC(C2=CC=C1O)=O (5-chloromethyl-6-hydroxy-3,4-dihydro-1(2H)-naphthalenone), CS(=O)[O-].[Na+] (sodium methanesulfinate). Solvent: C(C)O (ethanol). Yields the product CS(=O)(=O)CC1=C2CCCC(C2=CC=C1O)=O (5-methanesulfonylmethyl-6-hydroxy-3,4-dihydro-1(2H)-naphthalenone). As a reaction SMILES: Cl[CH2:2][C:3]1[C:12]([OH:13])=[CH:11][CH:10]=[C:9]2[C:4]=1[CH2:5][CH2:6][CH2:7][C:8]2=[O:14].[CH3:15][S:16]([O-:18])=[O:17].[Na+]>C(O)C>[CH3:15][S:16]([CH2:2][C:3]1[C:12]([OH:13])=[CH:11][CH:10]=[C:9]2[C:4]=1[CH2:5][CH2:6][CH2:7][C:8]2=[O:14])(=[O:18])=[O:17] |f:1.2|. Reported procedure: To 100 ml. of ethanol are added 10 g. of 5-chloromethyl-6-hydroxy-3,4-dihydro-1(2H)-naphthalenone and 5.4 g. of sodium methanesulfinate, and the mixture is heated on reflux for 2 hours. Then, the reaction mixture is concentrated and the residue is dissolved in chloroform and washed with water. The chloroform layer is dried in the conventional manner and the chloroform is distilled off. The procedure provides 5-methanesulfonylmethyl-6-hydroxy-3,4-dihydro-1(2H)-naphthalenone melting at 225° -230° ...